From a dataset of the Open Reaction Database (ORD), a public repository of structured organic reaction records. describe an organic reaction: reactants, conditions, products, and yield Reactants: O (water), CC(CCCCCC)(C)C=1C=C(C=O)C=CC1 (3-(1,1-dimethylheptyl)benzaldehyde), [Cr](=O)(=O)(O)O (Chromic acid). The reagents and catalysts are S(O)(O)(=O)=O (sulfuric acid). Run in C(C)(=O)O (acetic acid), C(C)(=O)O (acetic acid). Run at time 2 minute. The product is CC(CCCCCC)(C)C=1C=C(C(=O)O)C=CC1 (3-(1,1-dimethylheptyl)benzoic acid). The yield is 99.0%. Reaction SMILES: [Cr](O)(O)(=O)=O.[CH3:6][C:7]([C:15]1[CH:16]=[C:17]([CH:20]=[CH:21][CH:22]=1)[CH:18]=[O:19])([CH3:14])[CH2:8][CH2:9][CH2:10][CH2:11][CH2:12][CH3:13].[OH2:23]>C(O)(=O)C.S(=O)(=O)(O)O>[CH3:14][C:7]([C:15]1[CH:16]=[C:17]([CH:20]=[CH:21][CH:22]=1)[C:18]([OH:23])=[O:19])([CH3:6])[CH2:8][CH2:9][CH2:10][CH2:11][CH2:12][CH3:13]. Procedure: Chromic acid (105.4 mg, 1.05 mmol, 1.2 eq) was dissolved in acetic acid (2 ml), and a solution of 3-(1,1-dimethylheptyl)benzaldehyde (205 mg, 0.878 mmol) in acetic acid (2 ml) was added to the solution under ice-cooling, which was followed by stirring for 2 minutes. The mixture was further stirred at room temperature for 30 minutes. Conc. sulfuric acid (2 drops) was added, and the mixture was stirred for 3 hours. To this reaction mixture, water (10 ml) was added, and the mixture was extracted tw... Reactants: C=1(C(=CC=CC1)C)C (xylene), C([O-])([O-])=O.[Na+].[Na+] (Sodium carbonate), CO (methanol), CC(C=O)(C(CC=C(C=C)C)C(=C)C)C=C (2,6-dimethyl-2-vinyl-3-isopropenyl-octa-5,7-dienal), C=1(C(=CC=CC1)C)C (xylene). The product is C/C(=C\C/C=C(\C)/C=C)/CC/C=C(\C)/C=O (α-sinensal). RXN SMILES: C[C:2]([CH:15]=C)([CH:5](C(C)=C)[CH2:6][CH:7]=[C:8]([CH3:11])[CH:9]=[CH2:10])[CH:3]=[O:4].C(=O)([O-])[O-].[Na+].[Na+].CO.[C:25]1([CH3:32])[C:26](C)=CC=[CH:29][CH:30]=1>>[CH3:11]/[C:8](/[CH2:7][CH2:6]/[CH:5]=[C:2](/[CH:3]=[O:4])\[CH3:15])=[CH:9]\[CH2:10]/[CH:26]=[C:25](/[CH:30]=[CH2:29])\[CH3:32] |f:1.2.3|. Procedure: Low boiling solvents may equally provide useful media whenever the reaction is effected at a pressure higher than the atmospheric pressure. For economical reasons xylene is preferred. It will be appreciated that the reaction time may vary within a wide range and depends particularly on the temperature chosen for carrying out the rearrangement. In a typical experiment 2,6-dimethyl-2-vinyl-3-isopropenyl-octa-5,7-dienal in xylene was heated at reflux for 40 min. under nitrogen. Sodium carbonate and... Starting materials: C1COCCO1, NC(=O)Nc1[nH]c(-c2ccc(Br)cc2)cc1C(N)=O, [Na+], O, O=C([O-])O, c1ccc(P(c2ccccc2)(c2ccccc2)[Pd](P(c2ccccc2)(c2ccccc2)c2ccccc2)(P(c2ccccc2)(c2ccccc2)c2ccccc2)P(c2ccccc2)(c2ccccc2)c2ccccc2)cc1. The product is C=Cc1ccc(-c2cc(C(N)=O)c(NC(N)=O)[nH]2)cc1. As a reaction SMILES: [CH2:26]1[CH2:27][O:31][CH2:30][CH2:29][O:28]1.[NH2:1][C:2](=[O:3])[NH:4][c:5]1[nH:6][c:7](-[c:13]2[cH:14][cH:15][c:16]([Br:19])[cH:17][cH:18]2)[cH:8][c:9]1[C:10](=[O:11])[NH2:12].[Na+:20].[OH2:25].[OH:21][C:22](=[O:23])[O-:24].[cH:32]1[cH:33][cH:34][c:35]([P:36]([Pd:37]([P:38]([c:39]2[cH:40][cH:41][cH:42][cH:43][cH:44]2)([c:45]2[cH:46][cH:47][cH:48][cH:49][cH:50]2)[c:51]2[cH:52][cH:53][cH:54][cH:55][cH:56]2)([P:57]([c:58]2[cH:59][cH:60][cH:61][cH:62][cH:63]2)([c:64]2[cH:65][cH:66][cH:67][cH:68][cH:69]2)[c:70]2[cH:71][cH:72][cH:73][cH:74][cH:75]2)[P:76]([c:77]2[cH:78][cH:79][cH:80][cH:81][cH:82]2)([c:83]2[cH:84][cH:85][cH:86][cH:87][cH:88]2)[c:89]2[cH:90][cH:91][cH:92][cH:93][cH:94]2)([c:95]2[cH:96][cH:97][cH:98][cH:99][cH:100]2)[c:101]2[cH:102][cH:103][cH:104][cH:105][cH:106]2)[cH:107][cH:108]1>>[NH2:1][C:2](=[O:3])[NH:4][c:5]1[nH:6][c:7](-[c:13]2[cH:14][cH:15][c:16]([CH:26]=[CH2:27])[cH:17][cH:18]2)[cH:8][c:9]1[C:10](=[O:11])[NH2:12].